Dataset: the Open Reaction Database (ORD), a public repository of structured organic reaction records. Task: describe an organic reaction: reactants, conditions, products, and yield The reactants are O=C([O-])[O-], C1COCCO1, ClCCl, [Cs+], [Cs+], Fc1ccc(Nc2nn3c(I)cnc3s2)cc1, O, OB(O)c1ccc(O)cc1, [Pd], c1ccc(P(c2ccccc2)c2ccccc2)cc1, c1ccc(P(c2ccccc2)c2ccccc2)cc1, c1ccc(P(c2ccccc2)c2ccccc2)cc1, c1ccc(P(c2ccccc2)c2ccccc2)cc1. Product: Oc1ccc(-c2cnc3sc(Nc4ccc(F)cc4)nn23)cc1. Reaction SMILES: [C:28](=[O:29])([O-:30])[O-:31].[CH2:35]1[O:36][CH2:37][CH2:38][O:39][CH2:40]1.[Cl:41][CH2:42][Cl:43].[Cs+:32].[Cs+:33].[F:1][c:2]1[cH:3][cH:4][c:5]([NH:8][c:9]2[n:10][n:11]3[c:12]([s:13]2)[n:14][cH:15][c:16]3[I:17])[cH:6][cH:7]1.[OH2:34].[OH:18][c:19]1[cH:20][cH:21][c:22]([B:25]([OH:26])[OH:27])[cH:23][cH:24]1.[Pd:44].[c:102]1([P:103]([c:104]2[cH:105][cH:106][cH:107][cH:108][cH:109]2)[c:110]2[cH:111][cH:112][cH:113][cH:114][cH:115]2)[cH:116][cH:117][cH:118][cH:119][cH:120]1.[c:45]1([P:46]([c:47]2[cH:48][cH:49][cH:50][cH:51][cH:52]2)[c:53]2[cH:54][cH:55][cH:56][cH:57][cH:58]2)[cH:59][cH:60][cH:61][cH:62][cH:63]1.[c:64]1([P:65]([c:66]2[cH:67][cH:68][cH:69][cH:70][cH:71]2)[c:72]2[cH:73][cH:74][cH:75][cH:76][cH:77]2)[cH:78][cH:79][cH:80][cH:81][cH:82]1.[c:83]1([P:84]([c:85]2[cH:86][cH:87][cH:88][cH:89][cH:90]2)[c:91]2[cH:92][cH:93][cH:94][cH:95][cH:96]2)[cH:97][cH:98][cH:99][cH:100][cH:101]1>>[F:1][c:2]1[cH:3][cH:4][c:5]([NH:8][c:9]2[n:10][n:11]3[c:12]([s:13]2)[n:14][cH:15][c:16]3-[c:22]2[cH:21][cH:20][c:19]([OH:18])[cH:24][cH:23]2)[cH:6][cH:7]1.